From a dataset of the Open Reaction Database (ORD), a public repository of structured organic reaction records. describe an organic reaction: reactants, conditions, products, and yield Reactants: SC1=C(C(=O)C2=CC=CC=C2)C=CC=C1 (2-mercaptobenzophenone), N(=NC(=O)OCC)C(=O)OCC (diethyl azodicarboxylate). Solvent: C1=CC=CC=C1 (benzene), C(C)OCC (diethyl ether). Conditions: time 5 minute. Yields the product C(C1=CC=CC=C1)(=O)C1=C(C=CC=C1)SSC1=C(C=CC=C1)C(=O)C1=CC=CC=C1 ([2-(2-Benzoyl-phenyldisulfanyl)-phenyl]-phenyl-methanone). The yield is 50.7%. Reaction SMILES: [SH:1][C:2]1[CH:15]=[CH:14][CH:13]=[CH:12][C:3]=1[C:4]([C:6]1[CH:11]=[CH:10][CH:9]=[CH:8][CH:7]=1)=[O:5].N(C([O:25][CH2:26][CH3:27])=O)=NC(OCC)=O>C(OCC)C.C1C=CC=CC=1>[C:4]([C:3]1[CH:12]=[CH:13][CH:14]=[CH:15][C:2]=1[S:1][S:1][C:2]1[CH:15]=[CH:14][CH:13]=[CH:12][C:3]=1[C:26]([C:27]1[CH:10]=[CH:11][CH:6]=[CH:7][CH:8]=1)=[O:25])(=[O:5])[C:6]1[CH:11]=[CH:10][CH:9]=[CH:8][CH:7]=1. Procedure details: To a solution of 2-mercaptobenzophenone (2.3 g, 7.4 mmol) in diethyl ether (10 mL) was added dropwise diethyl azodicarboxylate (0.65 g, 3.7 mmol). The solution was stirred for 5 minutes at room temperature, then diluted with benzene (40 mL) and refluxed for 16 hours. The solution was cooled and concentrated in vacuo leaving a yellow liquid. The crude product was purified using silica gel chromatography (75% hexane/25% ethyl acetate) to give the title compound as a yellow foam (0.8 g, 50%);